From a dataset of the Open Reaction Database (ORD), a public repository of structured organic reaction records. describe an organic reaction: reactants, conditions, products, and yield Starting materials: O (Water), NC1=C(C=CC(=C1)C(=O)OC)O (2-amino-4-methoxycarbonylphenol), C([O-])([O-])=O.[K+].[K+] (potassium carbonate), ClC(C(=O)Cl)C (2-chloropropionyl chloride). Solvent: C(C)(=O)OCC (ethyl acetate), CN(C=O)C (dimethylformamide). Reaction conditions: temperature 50 celsius, time 2 hour. Product: COC(=O)C=1C=CC2=C(NC(C(O2)C)=O)C1 (6-methoxycarbonyl-2-methyl-3-oxo-3,4-dihydro-2H-1,4-benzoxazine). The yield is 71.0%. As a reaction SMILES: [NH2:1][C:2]1[CH:7]=[C:6]([C:8]([O:10][CH3:11])=[O:9])[CH:5]=[CH:4][C:3]=1[OH:12].C(=O)([O-])[O-].[K+].[K+].Cl[CH:20]([CH3:24])[C:21](Cl)=[O:22].O>CN(C)C=O.C(OCC)(=O)C>[CH3:11][O:10][C:8]([C:6]1[CH:5]=[CH:4][C:3]2[O:12][CH:20]([CH3:24])[C:21](=[O:22])[NH:1][C:2]=2[CH:7]=1)=[O:9] |f:1.2.3|. Procedure details: To a solution of 2-amino-4-methoxycarbonylphenol [Acta Chimica Academiae Scientiarum Hungaricae, 99(1), 49-50 (1979)] (5.0 g) in dimethylformamide (30 ml) were added potassium carbonate (8.3 g) and 2-chloropropionyl chloride (4.0 g) and the mixture was stirred at 50° C. for 2 hours. Water was added to the reaction solution and extraction with ethyl acetate was conducted. The extraction was concentrated and hexane was added thereto to give precipitates, which were taken by filtration and dried to... Starting materials: COc1cncc(B2OC(C)(C)C(C)(C)O2)c1, CC#N, CC(C)(C)OC(=O)NC(Cc1ccc(-c2cc(OC(c3ccc(Br)cc3F)C(F)(F)F)nc(N)n2)cc1)C(=O)O, [Na+], [Na+], O=C([O-])[O-], O. Yields the product COc1cncc(-c2ccc(C(Oc3cc(-c4ccc(CC(NC(=O)OC(C)(C)C)C(=O)O)cc4)nc(N)n3)C(F)(F)F)c(F)c2)c1. RXN SMILES: [CH3:41][O:42][c:43]1[cH:44][n:45][cH:46][c:47]([B:49]2[O:50][C:51]([CH3:52])([CH3:53])[C:54]([CH3:55])([CH3:56])[O:57]2)[cH:48]1.[CH3:58][C:59]#[N:60].[NH2:1][c:2]1[n:3][c:4]([O:27][CH:28]([C:29]([F:30])([F:31])[F:32])[c:33]2[c:34]([F:40])[cH:35][c:36]([Br:39])[cH:37][cH:38]2)[cH:5][c:6](-[c:8]2[cH:9][cH:10][c:11]([CH2:14][CH:15]([C:16](=[O:17])[OH:18])[NH:19][C:20](=[O:21])[O:22][C:23]([CH3:24])([CH3:25])[CH3:26])[cH:12][cH:13]2)[n:7]1.[Na+:61].[Na+:62].[O-:63][C:64](=[O:65])[O-:66].[OH2:67]>>[NH2:1][c:2]1[n:3][c:4]([O:27][CH:28]([C:29]([F:30])([F:31])[F:32])[c:33]2[c:34]([F:40])[cH:35][c:36](-[c:47]3[cH:46][n:45][cH:44][c:43]([O:42][CH3:41])[cH:48]3)[cH:37][cH:38]2)[cH:5][c:6](-[c:8]2[cH:9][cH:10][c:11]([CH2:14][CH:15]([C:16](=[O:17])[OH:18])[NH:19][C:20](=[O:21])[O:22][C:23]([CH3:24])([CH3:25])[CH3:26])[cH:12][cH:13]2)[n:7]1.